Dataset: the Open Reaction Database (ORD), a public repository of structured organic reaction records. Task: describe an organic reaction: reactants, conditions, products, and yield Starting materials: IC1=CC(=CC=2NC(COC21)=O)C(=O)OC (Methyl 8-iodo-3-oxo-3,4-dihydro-2H-1,4-benzoxazine-6-carboxylate), C([O-])([O-])=O.[K+].[K+] (potassium carbonate), BrCCCC (bromobutane). Run in ethyl acetate hexanes, O (water), CS(=O)C (DMSO). Reaction conditions: temperature 80 celsius, time 1 hour. Product: C(CCC)N1C(COC2=C1C=C(C=C2I)C(=O)OC)=O (Methyl 4-butyl-8-iodo-3-oxo-3,4-dihydro-2H-1,4-benzoxazine-6-carboxylate). The yield is 72.6%. As a reaction SMILES: [I:1][C:2]1[C:11]2[O:10][CH2:9][C:8](=[O:12])[NH:7][C:6]=2[CH:5]=[C:4]([C:13]([O:15][CH3:16])=[O:14])[CH:3]=1.C(=O)([O-])[O-].[K+].[K+].Br[CH2:24][CH2:25][CH2:26][CH3:27]>CS(C)=O.O>[CH2:24]([N:7]1[C:6]2[CH:5]=[C:4]([C:13]([O:15][CH3:16])=[O:14])[CH:3]=[C:2]([I:1])[C:11]=2[O:10][CH2:9][C:8]1=[O:12])[CH2:25][CH2:26][CH3:27] |f:1.2.3|. Procedure: To a solution of Methyl 8-iodo-3-oxo-3,4-dihydro-2H-1,4-benzoxazine-6-carboxylate (2.64 g) and potassium carbonate (5 g) in DMSO (20 mL) was added bromobutane (5 g), and the reaction mixture was stirred for 1 h at 80° C. The mixture was cooled to room temperature, diluted with 1:1 ethyl acetate/hexanes (100 mL) and water (160 mL), and separated. The organic layer was washed with water, and brine, dried (magnesium sulfate), filtered, and concentrated under reduced pressure. Purification by flash ... Reactants: C(C1=CC=CC=C1)OC=1C=CC(=C(NC)C1)[N+](=O)[O-] (5-benzyloxy-N-methyl-2-nitroaniline), Cl (hydrochloric acid). Reagents/catalysts: [C].[Pt] (platinum carbon). Run in C1(=CC=CC=C1)C (toluene). Conditions: time 30 minute. The product is Cl.C(C1=CC=CC=C1)OC1=CC=C(C(=C1)NC)N (5-benzyloxy-N1-methylbenzene-1,2-diamine hydrochloride). Isolated yield 91.0%. As a reaction SMILES: [CH2:1]([O:8][C:9]1[CH:10]=[CH:11][C:12]([N+:17]([O-])=O)=[C:13]([CH:16]=1)[NH:14][CH3:15])[C:2]1[CH:7]=[CH:6][CH:5]=[CH:4][CH:3]=1.[ClH:20]>[C].[Pt].C1(C)C=CC=CC=1>[ClH:20].[CH2:1]([O:8][C:9]1[CH:16]=[C:13]([NH:14][CH3:15])[C:12]([NH2:17])=[CH:11][CH:10]=1)[C:2]1[CH:3]=[CH:4][CH:5]=[CH:6][CH:7]=1 |f:2.3,5.6|. Procedure: 5% platinum carbon (2.15 g, water content: 53.1%) was added to a toluene (300 mL) suspension of 5-benzyloxy-N-methyl-2-nitroaniline (20 g, 77.4 mmol), and catalytic hydrogenation reaction was performed at 4 atm. The reaction solution was filtered to remove a catalyst. The catalyst was washed with 2-propanol (40 mL), and the washing liquid was added to the precedent filtrate. Under ice cooling, concentrated hydrochloric acid (6.6 mL, 77.4 mmol) was added to the mixture, and the mixture was stirre...